This data is from the Open Reaction Database (ORD), a public repository of structured organic reaction records. The task is: describe an organic reaction: reactants, conditions, products, and yield Reactants: CC1(OB(OC1(C)C)C=1C=NNC1)C (4-(4,4,5,5-Tetramethyl-1,3,2-dioxaborolan-2-yl)-1H-pyrazole), CS(=O)(=O)C=C (methylvinyl sulfone), C1CCC2=NCCCN2CC1 (DBU). Run in C(C)#N (acetonitrile). Conditions: temperature 90 celsius. Product: CS(=O)(=O)CCN1N=CC(=C1)B1OC(C(O1)(C)C)(C)C (1-(2-(methylsulfonyl)ethyl)-4-(4,4,5,5-tetramethyl-1,3,2-dioxaborolan-2-yl)-1H-pyrazole). The yield is 63.4%. As a reaction SMILES: [CH3:1][C:2]1([CH3:14])[C:6]([CH3:8])([CH3:7])[O:5][B:4]([C:9]2[CH:10]=[N:11][NH:12][CH:13]=2)[O:3]1.[CH3:15][S:16]([CH:19]=[CH2:20])(=[O:18])=[O:17].C1CCN2C(=NCCC2)CC1>C(#N)C>[CH3:15][S:16]([CH2:19][CH2:20][N:12]1[CH:13]=[C:9]([B:4]2[O:5][C:6]([CH3:7])([CH3:8])[C:2]([CH3:14])([CH3:1])[O:3]2)[CH:10]=[N:11]1)(=[O:18])=[O:17]. Procedure details: 4-(4,4,5,5-Tetramethyl-1,3,2-dioxaborolan-2-yl)-1H-pyrazole (5.3 g, 27.31 mmol), methylvinyl sulfone (4.349 g, 40.97 mmol) and DBU (2.042 mL, 13.66 mmol) were suspended in dry acetonitrile (54.63 mL) in a sealed glass bomb and heated in a sand bath at 90° C. overnight. The resulting reaction mixture was concentrated to a solid and the solids were washed with hexanes to yield 5.2 g (63.4%) of the title compound. Starting materials: C(C1=CC=CC=C1)OC=1C=C(N)C=CC1 (3-benzyloxyaniline), [N+](=O)([O-])C=1C=C2C(C(=O)OC(N2)=O)=CC1 (4-nitroisatoic anhydride). Yields the product NC1=C(C(=O)NC2=CC(=CC=C2)OCC2=CC=CC=C2)C=CC(=C1)[N+](=O)[O-] (2-Amino-N-(3-benzyloxyphenyl)-4-nitrobenzamide). Yield: 75.1%. As a reaction SMILES: [CH2:1]([O:8][C:9]1[CH:10]=[C:11]([CH:13]=[CH:14][CH:15]=1)[NH2:12])[C:2]1[CH:7]=[CH:6][CH:5]=[CH:4][CH:3]=1.[N+:16]([C:19]1[CH:20]=[C:21]2[NH:27]C(=O)O[C:23](=[O:24])[C:22]2=[CH:29][CH:30]=1)([O-:18])=[O:17]>>[NH2:27][C:21]1[CH:20]=[C:19]([N+:16]([O-:18])=[O:17])[CH:30]=[CH:29][C:22]=1[C:23]([NH:12][C:11]1[CH:13]=[CH:14][CH:15]=[C:9]([O:8][CH2:1][C:2]2[CH:3]=[CH:4][CH:5]=[CH:6][CH:7]=2)[CH:10]=1)=[O:24]. Procedure details: Using the procedure described in Example 91, Part B, 3-benzyloxyaniline (4.4 mmol) and 4-nitroisatoic anhydride (4.8 mmol) yielded 1.2 g (81%) of the title product. Procedure details: To a solution of ethyl-3-aminocrotonate (F-1) (64.6 g, 0.5 mol, 1.0 eq) and pyridine (44.5 mL, 0.55 mol, 1.1 eq) in THF (600 mL) at −20° C., 2-chloroacetyl chloride (59.3 g, 0.53 mol, 1.05 eq) is added dropwise within 1 h. The resulting mixture is stirred from −20° C. to RT for an additional 2 h and then it is poured into H2O (1200 mL). The mixture is extracted with ethyl acetate (3×1200 mL). The combined organic layer is washed with H2O (2×500 mL) and brine (500 mL), dried over anhydrous Na2SO4... Yields the product N/C(=C(/C(=O)OCC)\C(CCl)=O)/C ((E)-ethyl 3-amino-2-(2-chloroacetyl)but-2-enoate). The reactants are O (H2O), C(C)OC(\C=C(\C)/N)=O (ethyl-3-aminocrotonate), N1=CC=CC=C1 (pyridine), ClCC(=O)Cl (2-chloroacetyl chloride). RXN SMILES: [CH2:1]([O:3][C:4](=[O:9])/[CH:5]=[C:6](\[NH2:8])/[CH3:7])[CH3:2].N1C=CC=CC=1.[Cl:16][CH2:17][C:18](Cl)=[O:19].O>C1COCC1>[NH2:8]/[C:6](/[CH3:7])=[C:5](\[C:18](=[O:19])[CH2:17][Cl:16])/[C:4]([O:3][CH2:1][CH3:2])=[O:9]. Run in C1CCOC1 (THF). Conditions: time 2 hour. The reactants are ClC=1C=C(C=CC1Cl)C1(CNCC1)CCO (3-(3,4-dichloro-phenyl)-3-(2-hydroxy-ethyl)-pyrrolidine), C(C1=CC=C(C=C1)OC)(=O)[C@@]([C@@](C(=O)O)(O)C(C1=CC=C(C=C1)OC)=O)(O)C(=O)O ((R, R)-di-p-anisoyltartaric acid). The solvent is CC(CC)=O (butanone), CC(CC)=O (butanone). Run at time 15 minute. Product: C(C1=CC=C(C=C1)OC)(=O)[C@@]([C@@](C(=O)O)(O)C(C1=CC=C(C=C1)OC)=O)(O)C(=O)O.ClC=1C=C(C=CC1Cl)C1(CNCC1)CCO ((+)-3-(3,4-dichloro-phenyl)-3-(2-hydroxy-ethyl)-pyrrolidine (R, R)-di-p-anisoyltartaric acid). Reaction SMILES: [Cl:1][C:2]1[CH:3]=[C:4]([C:9]2([CH2:14][CH2:15][OH:16])[CH2:13][CH2:12][NH:11][CH2:10]2)[CH:5]=[CH:6][C:7]=1[Cl:8].[C:17]([C@:27]([C:44]([OH:46])=[O:45])([OH:43])[C@:28]([C:33](=[O:42])[C:34]1[CH:39]=[CH:38][C:37]([O:40][CH3:41])=[CH:36][CH:35]=1)([OH:32])[C:29]([OH:31])=[O:30])(=[O:26])[C:18]1[CH:23]=[CH:22][C:21]([O:24][CH3:25])=[CH:20][CH:19]=1>CC(=O)CC>[C:33]([C@:28]([C:29]([OH:31])=[O:30])([OH:32])[C@:27]([C:17](=[O:26])[C:18]1[CH:23]=[CH:22][C:21]([O:24][CH3:25])=[CH:20][CH:19]=1)([OH:43])[C:44]([OH:46])=[O:45])(=[O:42])[C:34]1[CH:39]=[CH:38][C:37]([O:40][CH3:41])=[CH:36][CH:35]=1.[Cl:1][C:2]1[CH:3]=[C:4]([C:9]2([CH2:14][CH2:15][OH:16])[CH2:13][CH2:12][NH:11][CH2:10]2)[CH:5]=[CH:6][C:7]=1[Cl:8] |f:3.4|. Procedure: Combine 3-(3,4-dichloro-phenyl)-3-(2-hydroxy-ethyl)-pyrrolidine (1.0 g, 38.5 mmol) and butanone. Add a solution of (R, R)-di-p-anisoyltartaric acid (1.6 g, 38.0 mmol) in butanone (80 mL). Heat to reflux. After 15 minutes, cool to ambient temperature and then cool further in an ice-salt bath. Filter the solid that forms and rinse with butanone. Recrystallize the solid from water/methanol to give the title compound: mp; 201°-204° C. (dec). Analysis on HPLC, on an analytical sample of the free amin... Starting materials: [OH-].[Li+] (lithium hydroxide), CC=1N=C2N(C=C(C=C2OCCC(C)C)C)C1C(=O)OCC (ethyl 2,6-dimethyl-8-(3-methylbutoxy)imidazo[1,2-a]pyridine-3-carboxylate), Cl (hydrochloric acid). Solvent: C1CCOC1.CO (THF methanol). The product is CC=1N=C2N(C=C(C=C2OCCC(C)C)C)C1C(=O)O (2,6-Dimethyl-8-(3-methylbutoxy)imidazo[1,2-a]pyridine-3-carboxylic acid). Reaction SMILES: [CH3:1][C:2]1[N:3]=[C:4]2[C:9]([O:10][CH2:11][CH2:12][CH:13]([CH3:15])[CH3:14])=[CH:8][C:7]([CH3:16])=[CH:6][N:5]2[C:17]=1[C:18]([O:20]CC)=[O:19].[OH-].[Li+].Cl>C1COCC1.CO>[CH3:1][C:2]1[N:3]=[C:4]2[C:9]([O:10][CH2:11][CH2:12][CH:13]([CH3:15])[CH3:14])=[CH:8][C:7]([CH3:16])=[CH:6][N:5]2[C:17]=1[C:18]([OH:20])=[O:19] |f:1.2,4.5|. Reported procedure: 2.25 g (7.4 mmol) of ethyl 2,6-dimethyl-8-(3-methylbutoxy)imidazo[1,2-a]pyridine-3-carboxylate Example 88A were initially charged in 157 ml of THF/methanol (5:1), 37 ml (37 mmol) of 1N aqueous lithium hydroxide solution were added and the reaction mixture was stirred at RT over the weekend. The mixture was then cooled to 0° C., acidified to pH 4 with 6 N aqueous hydrochloric acid and freed from organic solvent on a rotary evaporator. The precipitated solid was filtered off, washed with water and...